The task is: describe an organic reaction: reactants, conditions, products, and yield. This data is from the Open Reaction Database (ORD), a public repository of structured organic reaction records. Yields the product Cc1cc(Oc2cccc(OCc3ccccc3)c2)cc2c1C(CC(=O)O)OB2O. As a reaction SMILES: [CH2:1]([CH3:2])[O:3][C:4]([CH2:5][CH:6]1[c:7]2[c:8]([cH:12][c:13]([O:17][c:18]3[cH:19][c:20]([O:24][CH2:25][c:26]4[cH:27][cH:28][cH:29][cH:30][cH:31]4)[cH:21][cH:22][cH:23]3)[cH:14][c:15]2[CH3:16])[B:9]([OH:11])[O:10]1)=[O:32].[CH2:36]1[O:37][CH2:38][CH2:39][CH2:40]1.[ClH:35].[Li+:34].[OH-:33].[OH2:41]>>[O:3]=[C:4]([CH2:5][CH:6]1[c:7]2[c:8]([cH:12][c:13]([O:17][c:18]3[cH:19][c:20]([O:24][CH2:25][c:26]4[cH:27][cH:28][cH:29][cH:30][cH:31]4)[cH:21][cH:22][cH:23]3)[cH:14][c:15]2[CH3:16])[B:9]([OH:11])[O:10]1)[OH:32]. The reactants are CCOC(=O)CC1OB(O)c2cc(Oc3cccc(OCc4ccccc4)c3)cc(C)c21, C1CCOC1, Cl, [Li+], [OH-], O.